From a dataset of the Open Reaction Database (ORD), a public repository of structured organic reaction records. describe an organic reaction: reactants, conditions, products, and yield Starting materials: O1C(C1)COC1=C2C[C@@H]([C@@H](CC2=CC=C1)OCC(=O)N(CCC)CCC)OCC(=O)N(CCC)CCC (cis-2,2'-[[1,2,3,4-tetrahydro-5-(oxiranyl-methoxy)-2,3-naphthalenediyl]bis(oxy)]bis-[N,N-dipropylacetamide]), C(C)(C)(C)N (t-butylamine). Run in CO (methanol). Product: CC(C)(C)NCC(COC1=C2C[C@@H]([C@@H](CC2=CC=C1)OCC(=O)N(CCC)CCC)OCC(=O)N(CCC)CCC)O (cis-2,2'-[[5-[3-[(1,1-Dimethylethyl)amino]-2-hydroxypropoxy]-1,2,3,4-tetrahydro-2,3 -naphthalenediyl]bis(oxy)]bis[N,N-dipropylacetamide]). Reaction SMILES: [O:1]1[CH2:3][CH:2]1[CH2:4][O:5][C:6]1[CH:15]=[CH:14][CH:13]=[C:12]2[C:7]=1[CH2:8][C@H:9]([O:27][CH2:28][C:29]([N:31]([CH2:35][CH2:36][CH3:37])[CH2:32][CH2:33][CH3:34])=[O:30])[C@H:10]([O:16][CH2:17][C:18]([N:20]([CH2:24][CH2:25][CH3:26])[CH2:21][CH2:22][CH3:23])=[O:19])[CH2:11]2.[C:38]([NH2:42])([CH3:41])([CH3:40])[CH3:39]>CO>[CH3:39][C:38]([NH:42][CH2:3][CH:2]([OH:1])[CH2:4][O:5][C:6]1[CH:15]=[CH:14][CH:13]=[C:12]2[C:7]=1[CH2:8][C@H:9]([O:27][CH2:28][C:29]([N:31]([CH2:32][CH2:33][CH3:34])[CH2:35][CH2:36][CH3:37])=[O:30])[C@H:10]([O:16][CH2:17][C:18]([N:20]([CH2:24][CH2:25][CH3:26])[CH2:21][CH2:22][CH3:23])=[O:19])[CH2:11]2)([CH3:41])[CH3:40]. Procedure details: A solution of 1.5 g (0.0029 M) of cis-2,2'-[[1,2,3,4-tetrahydro-5-(oxiranyl-methoxy)-2,3-naphthalenediyl]bis(oxy)]bis-[N,N-dipropylacetamide] in 5 ml of methanol and 20 ml of t-butylamine is stirred at room temperature overnight. The solution is evaporated in vacuo to give 1.7 g of oil. This material is dissolved in ether and extracted with 5% aqueous HCl. The aqueous layer is basified with aqueous NaOH and extracted with ether. The ether is washed (saturated NaCl solution), dried (Na2SO4), filt... Starting materials: COc1ccc2nc(CBr)sc2c1, CN(C)C=O, [Cl-], [H-], [NH4+], [Na+], COC(=O)Nc1ccc(O)cc1C. The product is COC(=O)Nc1ccc(OCc2nc3ccc(OC)cc3s2)cc1C. RXN SMILES: [Br:16][CH2:17][c:18]1[s:19][c:20]2[c:21]([n:22]1)[cH:23][cH:24][c:25]([O:27][CH3:28])[cH:26]2.[CH3:31][N:32]([CH3:33])[CH:34]=[O:35].[Cl-:29].[H-:1].[NH4+:30].[Na+:2].[OH:3][c:4]1[cH:5][c:6]([CH3:15])[c:7]([NH:10][C:11]([O:12][CH3:13])=[O:14])[cH:8][cH:9]1>>[O:3]([c:4]1[cH:5][c:6]([CH3:15])[c:7]([NH:10][C:11]([O:12][CH3:13])=[O:14])[cH:8][cH:9]1)[CH2:17][c:18]1[s:19][c:20]2[c:21]([n:22]1)[cH:23][cH:24][c:25]([O:27][CH3:28])[cH:26]2.